This data is from the Open Reaction Database (ORD), a public repository of structured organic reaction records. The task is: describe an organic reaction: reactants, conditions, products, and yield RXN SMILES: [CH:1]1([CH2:6][C@H:7]([C:22]2[CH:27]=[CH:26][C:25]([S:28][CH:29]([CH3:31])[CH3:30])=[CH:24][CH:23]=2)[C:8](N([C@H](C)[C@H](O)C2C=CC=CC=2)C)=[O:9])[CH2:5][CH2:4][CH2:3][CH2:2]1.S(=O)(=O)(O)[OH:33]>O1CCOCC1.O>[CH:1]1([CH2:6][C@H:7]([C:22]2[CH:27]=[CH:26][C:25]([S:28][CH:29]([CH3:31])[CH3:30])=[CH:24][CH:23]=2)[C:8]([OH:9])=[O:33])[CH2:2][CH2:3][CH2:4][CH2:5]1. Yields the product C1(CCCC1)C[C@@H](C(=O)O)C1=CC=C(C=C1)SC(C)C ((R)-3-cyclopentyl-2-(4-isopropylsulfanyl-phenyl)-propionic acid). The yield is 87.0%. Run at temperature 110 celsius. Run in O (water), O1CCOCC1 (dioxane). Reported procedure: A solution of (R)-3-cyclopentyl-N-((1R,2R)-2-hydroxy-1-methyl-2-phenyl-ethyl)-2-(4-isopropylsulfanyl-phenyl)-N-methyl-propionamide (830 mg, 1.89 mmol) in dioxane (10 mL) was treated with a 9 N aqueous sulfuric acid solution (6.0 mL). The resulting solution was then heated at 110° C. for 16 h. The reaction was then cooled and diluted with water (100 mL) and extracted with a chloroform/methanol solution (3:2, 2×50 mL). The organics were concentrated and then the residue dissolved in acetonitrile a... Reactants: C1(CCCC1)C[C@@H](C(=O)N(C)[C@@H]([C@@H](C1=CC=CC=C1)O)C)C1=CC=C(C=C1)SC(C)C ((R)-3-cyclopentyl-N-((1R,2R)-2-hydroxy-1-methyl-2-phenyl-ethyl)-2-(4-isopropylsulfanyl-phenyl)-N-methyl-propionamide), S(O)(O)(=O)=O (sulfuric acid). Reactants: Cc1ccccc1, Clc1nc2ccccc2s1, COc1cc(N)c(Cl)cc1C(=O)NC1CCN(CCCN)CC1OC, [Na+], [Na+], O=C([O-])[O-]. Yields the product COc1cc(N)c(Cl)cc1C(=O)NC1CCN(CCCNc2nc3ccccc3s2)CC1OC. RXN SMILES: [CH3:42][c:43]1[cH:44][cH:45][cH:46][cH:47][cH:48]1.[Cl:1][c:2]1[s:3][c:4]2[c:5]([n:6]1)[cH:7][cH:8][cH:9][cH:10]2.[NH2:11][c:12]1[cH:13][c:14]([O:34][CH3:35])[c:15]([C:16](=[O:17])[NH:18][CH:19]2[CH:20]([O:29][CH3:30])[CH2:21][N:22]([CH2:25][CH2:26][CH2:27][NH2:28])[CH2:23][CH2:24]2)[cH:31][c:32]1[Cl:33].[Na+:36].[Na+:37].[O-:38][C:39](=[O:40])[O-:41]>>[c:2]1([NH:28][CH2:27][CH2:26][CH2:25][N:22]2[CH2:21][CH:20]([O:29][CH3:30])[CH:19]([NH:18][C:16]([c:15]3[c:14]([O:34][CH3:35])[cH:13][c:12]([NH2:11])[c:32]([Cl:33])[cH:31]3)=[O:17])[CH2:24][CH2:23]2)[s:3][c:4]2[c:5]([n:6]1)[cH:7][cH:8][cH:9][cH:10]2. Reported procedure: The title compound was prepared in a manner similar to that described in Method G, using (1aR,5aR)-2-Isopropyl-1a,2,5,5a-tetrahydro-1H-2,3-diazacyclopropa[a]pentalene-4-carboxylic acid and 2-phenylpropan-2-amine. LCMS m/z=324.6 [M+H]+. Starting materials: C(C)(C)N1N=C(C=2C[C@@H]3[C@H](C12)C3)C(=O)O ((1aR,5aR)-2-Isopropyl-1a,2,5,5a-tetrahydro-1H-2,3-diazacyclopropa[a]pentalene-4-carboxylic acid), C1(=CC=CC=C1)C(C)(C)N (2-phenylpropan-2-amine). Reaction SMILES: [CH:1]([N:4]1[C:11]2[C@@H:10]3[CH2:12][C@@H:9]3[CH2:8][C:7]=2[C:6]([C:13]([OH:15])=O)=[N:5]1)([CH3:3])[CH3:2].[C:16]1([C:22]([NH2:25])([CH3:24])[CH3:23])[CH:21]=[CH:20][CH:19]=[CH:18][CH:17]=1>>[CH3:23][C:22]([NH:25][C:13]([C:6]1[C:7]2[CH2:8][C@H:9]3[CH2:12][C@H:10]3[C:11]=2[N:4]([CH:1]([CH3:2])[CH3:3])[N:5]=1)=[O:15])([C:16]1[CH:21]=[CH:20][CH:19]=[CH:18][CH:17]=1)[CH3:24]. Product: CC(C)(C1=CC=CC=C1)NC(=O)C=1C=2C[C@@H]3[C@H](C2N(N1)C(C)C)C3 ((1aR,5aR)-2-isopropyl-1a,2,5,5a-tetrahydro-1H-2,3-diazacyclopropa[a]pentalene-4-carboxylic Acid (1-Methyl-1-phenylethyl)-amide). Reactants: NC1=C(C(=O)NCCC2=CC=NC=C2)C=CC(=C1OCCCCC)OC (2-Amino-4-methoxy-3-pentyloxy-N-(2-pyridin-4-ylethyl)benzamide), COC(N(C)C)OC (dimethyl formamide dimethyl acetal), CN(C)C=O (DMF), C(O)([O-])=O.[Na+] (sodium hydrogencarbonate). The reagents and catalysts are O.C1(=CC=C(C=C1)S(=O)(=O)O)C (p-toluene sulfonate monohydrate). Run in C(C)(=O)OCC (ethyl acetate). Conditions: temperature 130 celsius, time 5 hour. The product is COC1=CC=C2C(N(C=NC2=C1OCCCCC)CCC1=CC=NC=C1)=O (7-methoxy-8-pentyloxy-3-(2-pyridin-4-ylethyl)-3H-quinazolin-4-one). The yield is 55.4%. Reaction SMILES: [NH2:1][C:2]1[C:18]([O:19][CH2:20][CH2:21][CH2:22][CH2:23][CH3:24])=[C:17]([O:25][CH3:26])[CH:16]=[CH:15][C:3]=1[C:4]([NH:6][CH2:7][CH2:8][C:9]1[CH:14]=[CH:13][N:12]=[CH:11][CH:10]=1)=[O:5].[CH3:27]OC(OC)N(C)C.CN(C=O)C.C(=O)([O-])O.[Na+]>O.C1(C)C=CC(S(O)(=O)=O)=CC=1.C(OCC)(=O)C>[CH3:26][O:25][C:17]1[C:18]([O:19][CH2:20][CH2:21][CH2:22][CH2:23][CH3:24])=[C:2]2[C:3]([C:4](=[O:5])[N:6]([CH2:7][CH2:8][C:9]3[CH:10]=[CH:11][N:12]=[CH:13][CH:14]=3)[CH:27]=[N:1]2)=[CH:15][CH:16]=1 |f:3.4,5.6|. Reported procedure: 2-Amino-4-methoxy-3-pentyloxy-N-(2-pyridin-4-ylethyl)benzamide (100 mg, 0.280 mmol) obtained in Example 2-61, dimethyl formamide dimethyl acetal (0.19 ml, 1.4 mmol) and DMF (0.5 ml) were mixed, and p-toluene sulfonate monohydrate (2 mg, 0.011 mmol) was added to this solution. The mixture was stirred at 130° C. for 5 hours, and ethyl acetate (15 ml) and saturated aqueous sodium hydrogencarbonate solution (15 ml) were added to separate the organic layer. The organic layer was washed with saturated...